Dataset: the Open Reaction Database (ORD), a public repository of structured organic reaction records. Task: describe an organic reaction: reactants, conditions, products, and yield Starting materials: COC(=O)CBr, CO, CCN(C(C)C)C(C)C, FC(F)(F)c1cccc(CN(CCCOc2cccc(N3CCNCC3)c2)CC(c2ccccc2)c2ccccc2)c1Cl, Cl. Yields the product COC(=O)CN1CCN(c2cccc(OCCCN(Cc3cccc(C(F)(F)F)c3Cl)CC(c3ccccc3)c3ccccc3)c2)CC1. Reaction SMILES: [CH3:45][O:46][C:47]([CH2:48][Br:49])=[O:50].[CH3:60][OH:61].[CH:51]([N:52]([CH:53]([CH3:54])[CH3:55])[CH2:56][CH3:57])([CH3:58])[CH3:59].[Cl:2][c:3]1[c:4]([CH2:5][N:6]([CH2:7][CH2:8][CH2:9][O:10][c:11]2[cH:12][c:13]([N:17]3[CH2:18][CH2:19][NH:20][CH2:21][CH2:22]3)[cH:14][cH:15][cH:16]2)[CH2:23][CH:24]([c:25]2[cH:26][cH:27][cH:28][cH:29][cH:30]2)[c:31]2[cH:32][cH:33][cH:34][cH:35][cH:36]2)[cH:37][cH:38][cH:39][c:40]1[C:41]([F:42])([F:43])[F:44].[ClH:1]>>[Cl:2][c:3]1[c:4]([CH2:5][N:6]([CH2:7][CH2:8][CH2:9][O:10][c:11]2[cH:12][c:13]([N:17]3[CH2:18][CH2:19][N:20]([CH2:48][C:47]([O:46][CH3:45])=[O:50])[CH2:21][CH2:22]3)[cH:14][cH:15][cH:16]2)[CH2:23][CH:24]([c:25]2[cH:26][cH:27][cH:28][cH:29][cH:30]2)[c:31]2[cH:32][cH:33][cH:34][cH:35][cH:36]2)[cH:37][cH:38][cH:39][c:40]1[C:41]([F:42])([F:43])[F:44]. Reactants: C(CCC)[Sn](CCCC)(CCCC)Cl (tri-n-butylstannyl chloride), BrC1=CN=C2N1C=CC(=N2)C(C)(OC)OC (3-bromo-7-(1,1-dimethoxyethyl)imidazo[1,2-α]pyrimidine), C(C)(C)[Mg]Cl (isopropylmagnesium chloride), solution, ClC1=NC(=NC=C1)C1=CC=NC=C1 (4-Chloro-2-(pyridin-4-yl)pyrimidine). Reagents/catalysts: C=1C=CC(=CC1)[P](C=2C=CC=CC2)(C=3C=CC=CC3)[Pd]([P](C=4C=CC=CC4)(C=5C=CC=CC5)C=6C=CC=CC6)([P](C=7C=CC=CC7)(C=8C=CC=CC8)C=9C=CC=CC9)[P](C=1C=CC=CC1)(C=1C=CC=CC1)C=1C=CC=CC1 (tetrakis(triphenylphosphine)palladium(0)). Solvent: C1CCOC1 (THF). Reaction conditions: temperature -45 celsius, time 15 minute. The product is COC(C)(OC)C1=NC=2N(C=C1)C(=CN2)C2=NC(=NC=C2)C2=CC=NC=C2 (7-(1,1-dimethoxyethyl)-3-[2-(pyridin-4-yl)pyrimidin-4-yl]imidazo[1,2-α]pyrimidine). Isolated yield 18.5%. As a reaction SMILES: Br[C:2]1[N:6]2[CH:7]=[CH:8][C:9]([C:11]([O:15][CH3:16])([O:13][CH3:14])[CH3:12])=[N:10][C:5]2=[N:4][CH:3]=1.C([Mg]Cl)(C)C.C([Sn](Cl)(CCCC)CCCC)CCC.Cl[C:37]1[CH:42]=[CH:41][N:40]=[C:39]([C:43]2[CH:48]=[CH:47][N:46]=[CH:45][CH:44]=2)[N:38]=1>C1COCC1.C1C=CC([P]([Pd]([P](C2C=CC=CC=2)(C2C=CC=CC=2)C2C=CC=CC=2)([P](C2C=CC=CC=2)(C2C=CC=CC=2)C2C=CC=CC=2)[P](C2C=CC=CC=2)(C2C=CC=CC=2)C2C=CC=CC=2)(C2C=CC=CC=2)C2C=CC=CC=2)=CC=1>[CH3:14][O:13][C:11]([C:9]1[CH:8]=[CH:7][N:6]2[C:2]([C:41]3[CH:42]=[CH:37][N:38]=[C:39]([C:43]4[CH:48]=[CH:47][N:46]=[CH:45][CH:44]=4)[N:40]=3)=[CH:3][N:4]=[C:5]2[N:10]=1)([O:15][CH3:16])[CH3:12] |^1:57,59,78,97|. Procedure details: To a solution of 3-bromo-7-(1,1-dimethoxyethyl)imidazo[1,2-α]pyrimidine (1.0 g, 3.5 mmol) at −45° C. was added isopropylmagnesium chloride (2.6 ml of a 2M solution in THF, 5.2 mmol) dropwise. After stirring at −45° C. for 1.5 h tri-n-butylstannyl chloride (1.52 ml, 5.6 mmol) was added dropwise. The solution was stirred at −45° C. for 15 min then the cooling bath was removed and the solution stirred at room temperature for 1.5 h. After this time half of the solution was taken and degassed with N2... Starting materials: ClC1=NC=CC=C1C(F)(F)F (2-chloro-3-(trifluoromethyl)pyridine), C(C)(C)(C)C1=CC=C(C=C1)NC=1C2=C(N=CN1)CNCC2 (N-(4-tert-butylphenyl)-5,6,7,8-tetrahydropyrido[3,4-d]pyrimidin-4-amine), C([O-])([O-])=O.[K+].[K+] (potassium carbonate). Solvent: CN(C)C=O (DMF). Product: Cl.C(C)(C)(C)C1=CC=C(C=C1)NC=1C2=C(N=CN1)CN(CC2)C2=NC=CC=C2C(F)(F)F (N-(4-tert-Butylphenyl)-7-(3-(trifluoromethyl)pyridin-2-yl)-5,6,7,8-tetrahydropyrido[3,4-d]pyrimidin-4-amine hydrochloride). RXN SMILES: [Cl:1][C:2]1[C:7]([C:8]([F:11])([F:10])[F:9])=[CH:6][CH:5]=[CH:4][N:3]=1.[C:12]([C:16]1[CH:21]=[CH:20][C:19]([NH:22][C:23]2[C:24]3[CH2:32][CH2:31][NH:30][CH2:29][C:25]=3[N:26]=[CH:27][N:28]=2)=[CH:18][CH:17]=1)([CH3:15])([CH3:14])[CH3:13].C(=O)([O-])[O-].[K+].[K+]>CN(C=O)C>[ClH:1].[C:12]([C:16]1[CH:21]=[CH:20][C:19]([NH:22][C:23]2[C:24]3[CH2:32][CH2:31][N:30]([C:2]4[C:7]([C:8]([F:11])([F:10])[F:9])=[CH:6][CH:5]=[CH:4][N:3]=4)[CH2:29][C:25]=3[N:26]=[CH:27][N:28]=2)=[CH:18][CH:17]=1)([CH3:15])([CH3:13])[CH3:14] |f:2.3.4,6.7|. Procedure: The title compound was prepared using the general procedure set forth in Example 3, above, by heating a mixture of 2-chloro-3-(trifluoromethyl)pyridine (0.108 g, 0.59 mmol), N-(4-tert-butylphenyl)-5,6,7,8-tetrahydropyrido[3,4-d]pyrimidin-4-amine (0.112 g, 0.40 mmol) and potassium carbonate (0.16 g, 1.19 mmol) in DMF (2 mL) for 1 h. Reactants: CO, Cc1c([N+](=O)[O-])cc[n+]([O-])c1C. As a reaction SMILES: [CH3:13][OH:14].[CH3:1][c:2]1[n+:3]([O-:12])[cH:4][cH:5][c:6]([N+:9]([O-:10])=[O:11])[c:7]1[CH3:8]>>[CH3:1][c:2]1[n+:3]([O-:12])[cH:4][cH:5][c:6]([O:14][CH3:13])[c:7]1[CH3:8]. Yields the product COc1cc[n+]([O-])c(C)c1C. Reactants: Diethyl ester, solution, Cl (hydrogen chloride), N1(C=NC=C1)CCCC=1C=C2CCC(NC2=CC1)=O (6-[3-(imidazol-1-yl)propyl]-3,4-dihydrocarbostyril). The solvent is CO (methanol), CO (methanol). Product: Cl.N1(C=NC=C1)CCCC=1C=C2CCC(NC2=CC1)=O (6-[3-(imidazol-1-yl)propyl]-3,4-dihydrocarbostyril hydrochloride). Reaction SMILES: [ClH:1].[N:2]1([CH2:7][CH2:8][CH2:9][C:10]2[CH:11]=[C:12]3[C:17](=[CH:18][CH:19]=2)[NH:16][C:15](=[O:20])[CH2:14][CH2:13]3)[CH:6]=[CH:5][N:4]=[CH:3]1>CO>[ClH:1].[N:2]1([CH2:7][CH2:8][CH2:9][C:10]2[CH:11]=[C:12]3[C:17](=[CH:18][CH:19]=2)[NH:16][C:15](=[O:20])[CH2:14][CH2:13]3)[CH:6]=[CH:5][N:4]=[CH:3]1 |f:3.4|. Reported procedure: A twofold stoichiometric excess of a 3% solution of hydrogen chloride in methanol is added to a solution of 1.0 g of 6-[3-(imidazol-1-yl)propyl]-3,4-dihydrocarbostyril in 50 ml of methanol at 25° C. Diethyl ester is then added to the stirred solution until precipitation is complete. The precipitate is filtered off, washed with ether and recrystallized from a mixture of methanol and ethyl acetate to give 6-[3-(imidazol-1-yl)propyl]-3,4-dihydrocarbostyril hydrochloride.